Dataset: the Open Reaction Database (ORD), a public repository of structured organic reaction records. Task: describe an organic reaction: reactants, conditions, products, and yield Reactants: [K] (potassium), BrC1=C(C=CC=C1)Cl (bromochlorobenzene), OC=1C=CC(=NC1)C (5-hydroxy-2-methylpyridine). The reagents and catalysts are [Cu] (copper). The solvent is CN(C=O)C (dimethylformamide), CO (methanol). Reaction conditions: time 18 hour. Product: ClC1=CC=C(OC=2C=CC(=NC2)C)C=C1 (5-(p-chlorophenoxy)-2-methylpyridine). Reaction SMILES: [K].[OH:2][C:3]1[CH:4]=[CH:5][C:6]([CH3:9])=[N:7][CH:8]=1.Br[C:11]1[CH:16]=[CH:15][CH:14]=[CH:13][C:12]=1[Cl:17]>CN(C)C=O.CO.[Cu]>[Cl:17][C:12]1[CH:13]=[CH:14][C:15]([O:2][C:3]2[CH:4]=[CH:5][C:6]([CH3:9])=[N:7][CH:8]=2)=[CH:16][CH:11]=1 |^1:0|. Reported procedure: 7.35 g of a potassium salt of 5-hydroxy-2-methylpyridine was suspended in 20 ml of dimethylformamide, and 9.6 g of bromochlorobenzene and 800 mg of a copper powder were added to the suspension. The reaction was effected at a temperature of 120° C. for a period of 18 hours in a nitrogen stream while stirring. After allowing the reaction mixture to cool, the reaction mixture was diluted with 50 ml of methanol and then filtered. The filtrate was immediately concentrated to dryness, and 200 ml of ch... Starting materials: N1C=C(C=C1)C(=O)O (pyrrole-3-carboxylic acid), ice water, C(C)(=O)O (acetic acid), CC1=C(NC(=C1C(C)(C)C)C)C(=O)OCC (Ethyl 3,5-dimethyl-4-tert-butylpyrrole-2-carboxylate), [OH-].[K+] (potassium hydroxide). Run in C(C)O (ethanol). Reaction conditions: temperature 180 celsius. The product is CC=1NC=C(C1C(C)(C)C)C (2,4-Dimethyl-3-tert-butylpyrrole). RXN SMILES: N1C=CC(C(O)=O)=C1.[CH3:9][C:10]1[C:14]([C:15]([CH3:18])([CH3:17])[CH3:16])=[C:13]([CH3:19])[NH:12][C:11]=1C(OCC)=O.[OH-].[K+].C(O)(=O)C>C(O)C>[CH3:19][C:13]1[NH:12][CH:11]=[C:10]([CH3:9])[C:14]=1[C:15]([CH3:17])([CH3:16])[CH3:18] |f:2.3|. Procedure details: A procedure reported for the decarboxylation of derivatives of pyrrole-3-carboxylic acid was adapted from Clue, J. Org. Chem. 19:266, 1954. A solution of ethyl 3,5-dimethyl-4-tert-butylpyrrole-2-carboxylate 4g (3.0 g, 0.01 mol) and potassium hydroxide (6.0 g, 0.11 mol) in ethanol (50 ml) was heated at 80° C. for 4 h, combined with ice water (200 ml), and made slightlyacidic by the addition of acetic acid to bring about the precipitation of crude 3,5-dimethyl-4-tert-butylpyrrole-2-carboxylic acid... Reactants: CC(=O)Cl, O=C(O)C1CC1(C(=O)O)c1ccc(Cl)c(Cl)c1. Product: O=C1OC(=O)C2(c3ccc(Cl)c(Cl)c3)CC12. Reaction SMILES: [CH3:18][C:19](=[O:20])[Cl:21].[Cl:1][c:2]1[cH:3][c:4]([C:9]2([C:15](=[O:16])[OH:17])[CH:10]([C:12](=[O:13])[OH:14])[CH2:11]2)[cH:5][cH:6][c:7]1[Cl:8]>>[Cl:1][c:2]1[cH:3][c:4]([C:9]23[CH:10]([CH2:11]2)[C:12](=[O:14])[O:17][C:15]3=[O:16])[cH:5][cH:6][c:7]1[Cl:8]. Starting materials: C(C1=CC=CC=C1)OC1=C(C(C(=O)O)=C(C=C1)C)C(=O)O (3-benzyloxy-6-methylphthalic acid). The solvent is C(C)(=O)OC(C)=O (acetic anhydride). Yields the product C(C1=CC=CC=C1)OC1=C2C(C(=O)OC2=O)=C(C=C1)C (3-benzyloxy-6-methylphthalic anhydride). Reaction SMILES: [CH2:1]([O:8][C:9]1[CH:17]=[CH:16][C:15]([CH3:18])=[C:11]([C:12]([OH:14])=O)[C:10]=1[C:19]([OH:21])=[O:20])[C:2]1[CH:7]=[CH:6][CH:5]=[CH:4][CH:3]=1>C(OC(=O)C)(=O)C>[CH2:1]([O:8][C:9]1[CH:17]=[CH:16][C:15]([CH3:18])=[C:11]2[C:12]([O:21][C:19](=[O:20])[C:10]=12)=[O:14])[C:2]1[CH:3]=[CH:4][CH:5]=[CH:6][CH:7]=1. Procedure: The crude phthalic acid prepared above is heated in 150 ml acetic anhydride for two hours. The solvent is removed under reduced pressure and the crystalline residue collected and washed with ether. The anhydride may be recrystallized from nitromethane to give an analytical sample m.p. 200°-203°C. Reactants: N[C@@H]1[C@@H](CN(CC1)CCN1C(C=CC2=NC=C(C=C12)F)=O)O (1-{2-[(3R,4S)-4-amino-3-hydroxy-1-piperidinyl]ethyl}-7-fluoro-1,5-naphthyridin-2(1H)-one), Intermediate 31, ClC=1C=C(C=NC1CO)C=O (5-chloro-6-(hydroxymethyl)-3-pyridinecarbaldehyde), ClC=1C=C(C=NC1CO)C=O (5-chloro-6-(hydroxymethyl)-3-pyridinecarbaldehyde). Solvent: ClCCCl (DCE), CO (Methanol). Product: ClC=1C=C(C=NC1CO)CN[C@@H]1[C@@H](CN(CC1)CCN1C(C=CC2=NC=C(C=C12)F)=O)O (1-{2-[(3R,4S)-4-({[5-chloro-6-(hydroxymethyl)-3-pyridinyl]methyl}amino)-3-hydroxy-1-piperidinyl]ethyl}-7-fluoro-1,5-naphthyridin-2(1H)-one). As a reaction SMILES: [NH2:1][C@H:2]1[CH2:7][CH2:6][N:5]([CH2:8][CH2:9][N:10]2[C:19]3[C:14](=[N:15][CH:16]=[C:17]([F:20])[CH:18]=3)[CH:13]=[CH:12][C:11]2=[O:21])[CH2:4][C@H:3]1[OH:22].[Cl:23][C:24]1[CH:25]=[C:26]([CH:32]=O)[CH:27]=[N:28][C:29]=1[CH2:30][OH:31]>ClCCCl.CO>[Cl:23][C:24]1[CH:25]=[C:26]([CH2:32][NH:1][C@H:2]2[CH2:7][CH2:6][N:5]([CH2:8][CH2:9][N:10]3[C:19]4[C:14](=[N:15][CH:16]=[C:17]([F:20])[CH:18]=4)[CH:13]=[CH:12][C:11]3=[O:21])[CH2:4][C@H:3]2[OH:22])[CH:27]=[N:28][C:29]=1[CH2:30][OH:31]. Reported procedure: A mixture of 1-{2-[(3R,4S)-4-amino-3-hydroxy-1-piperidinyl]ethyl}-7-fluoro-1,5-naphthyridin-2(1H)-one (Intermediate 31 as a free base: 60 mg, 0.196 mmol) and 5-chloro-6-(hydroxymethyl)-3-pyridinecarbaldehyde (Intermediate 39: 33.6 mg, 0.196 mmol) in DCE (5 ml) and Methanol (0.5 ml) was stirred at rt for 5 h. LCMS showed desired compound Rt 2.16 [M+H]+ 460 and not starting material, sodium triacetoxy borohydride (125 mg, 0.588 mmol) was added. The mixture was stirred under nitrogen at room temper... The reactants are FC=1C=CC(=C(C1)C=1C2=C(N=CN1)N(C=C2)S(=O)(=O)C2=CC=CC=C2)OC (4-(5-fluoro-2-methoxyphenyl)-7-(phenylsulfonyl)-7H-pyrrolo[2,3-d]pyrimidine), C(C)(C)[N-]C(C)C.[Li+] (lithium diisopropylamide), II (iodine). Run in O1CCCC1 (tetrahydrofuran), O1CCCC1 (tetrahydrofuran). Reaction conditions: temperature -78 celsius, time 30 minute. Product: FC=1C=CC(=C(C1)C=1C2=C(N=CN1)N(C(=C2)I)S(=O)(=O)C2=CC=CC=C2)OC (4-(5-fluoro-2-methoxyphenyl)-6-iodo-7-(phenylsulfonyl)-7H-pyrrolo[2,3-d]pyrimidine). RXN SMILES: [F:1][C:2]1[CH:3]=[CH:4][C:5]([O:26][CH3:27])=[C:6]([C:8]2[C:9]3[CH:16]=[CH:15][N:14]([S:17]([C:20]4[CH:25]=[CH:24][CH:23]=[CH:22][CH:21]=4)(=[O:19])=[O:18])[C:10]=3[N:11]=[CH:12][N:13]=2)[CH:7]=1.C([N-]C(C)C)(C)C.[Li+].[I:36]I>O1CCCC1>[F:1][C:2]1[CH:3]=[CH:4][C:5]([O:26][CH3:27])=[C:6]([C:8]2[C:9]3[CH:16]=[C:15]([I:36])[N:14]([S:17]([C:20]4[CH:25]=[CH:24][CH:23]=[CH:22][CH:21]=4)(=[O:19])=[O:18])[C:10]=3[N:11]=[CH:12][N:13]=2)[CH:7]=1 |f:1.2|. Reported procedure: To a solution of Example 3B (2.5 g, 6.52 mmol) in 50 mL tetrahydrofuran at −78° C. was added 2M lithium diisopropylamide (4.89 mL, 9.78 mmol) over 5 minutes. The solution was stirred at −78° C. for 30 minutes and a solution of iodine (3.31 g, 13.04 mmol) in tetrahydrofuran (50 mL) was added over 5 minutes. The mixture was stirred at −78° C. for 2 hours and quenched with 50 mL 1M sodium thiosulfate. The aqueous layer was extracted with ethyl acetate (3×50 mL) and the combined organic layers were ...